From a dataset of the Open Reaction Database (ORD), a public repository of structured organic reaction records. describe an organic reaction: reactants, conditions, products, and yield Starting materials: IC1=C(C=CC=C1)S(=O)(=O)N (2-iodo benzene sulfonamide), C(=O)([O-])[O-].[K+].[K+] (K2CO3), C(CC)N=C=O (n-propyl isocyanate), CC(=O)C.C(C)(C)OC(C)C (acetone isopropyl ether). Solvent: CC(=O)C (acetone). The product is solid, IC1=CC=CC=C1.C(CC)S(=O)(=O)NC(=O)N (2-iodobenzene n-propylsulfonylurea). Reaction SMILES: [I:1][C:2]1[CH:7]=[CH:6][CH:5]=[CH:4][C:3]=1[S:8]([NH2:11])(=[O:10])=[O:9].C([O-])([O-])=O.[K+].[K+].C([N:21]=[C:22]=[O:23])CC.CC(C)=O.C(OC(C)C)(C)C>CC(C)=O>[I:1][C:2]1[CH:7]=[CH:6][CH:5]=[CH:4][CH:3]=1.[CH2:3]([S:8]([NH:11][C:22]([NH2:21])=[O:23])(=[O:10])=[O:9])[CH2:2][CH3:7] |f:1.2.3,5.6,8.9|. Procedure: To a stirred solution of 2-iodo benzene sulfonamide (4 g) in acetone (40 mi) solid K2CO3 (3.92 g) is added in one portion and the mixture is refluxed under N2 -atmosphere, n-propyl isocyanate is added dropwise to the heated mixture. After 2 hours reflux, the reaction is cooled to room temperature and concentrated to dryness. Water (200 ml) is added and the cooled mixture is acidified with 2N HCl to pH 4 and filtered. The precipitate obtained is recristallised with acetone/isopropyl ether mixture... Reactants: CCOP(=O)(OCC)c1cc(Br)cc2ccc(C)nc12, Cc1ccccc1, [Na+], O=C([O-])O, O=C(C=Cc1ccccc1)C=Cc1ccccc1, O=C(C=Cc1ccccc1)C=Cc1ccccc1, O=C(C=Cc1ccccc1)C=Cc1ccccc1, O, OCc1ccc(B(O)O)cc1, [Pd], [Pd], c1ccc(P(c2ccccc2)c2ccccc2)cc1. Product: CCOP(=O)(OCC)c1cc(-c2ccc(CO)cc2)cc2ccc(C)nc12. Reaction SMILES: [Br:1][c:2]1[cH:3][c:4]2[cH:5][cH:6][c:7]([CH3:20])[n:8][c:9]2[c:10]([P:12]([O:13][CH2:14][CH3:15])([O:16][CH2:17][CH3:18])=[O:19])[cH:11]1.[CH3:56][c:57]1[cH:58][cH:59][cH:60][cH:61][cH:62]1.[Na+:55].[O-:51][C:52]([OH:53])=[O:54].[O:101]=[C:102]([CH:103]=[CH:104][c:105]1[cH:106][cH:107][cH:108][cH:109][cH:110]1)[CH:111]=[CH:112][c:113]1[cH:114][cH:115][cH:116][cH:117][cH:118]1.[O:65]=[C:66]([CH:67]=[CH:68][c:69]1[cH:70][cH:71][cH:72][cH:73][cH:74]1)[CH:75]=[CH:76][c:77]1[cH:78][cH:79][cH:80][cH:81][cH:82]1.[O:83]=[C:84]([CH:85]=[CH:86][c:87]1[cH:88][cH:89][cH:90][cH:91][cH:92]1)[CH:93]=[CH:94][c:95]1[cH:96][cH:97][cH:98][cH:99][cH:100]1.[OH2:119].[OH:21][CH2:22][c:23]1[cH:24][cH:25][c:26]([B:29]([OH:30])[OH:31])[cH:27][cH:28]1.[Pd:63].[Pd:64].[c:32]1([P:33]([c:34]2[cH:35][cH:36][cH:37][cH:38][cH:39]2)[c:40]2[cH:41][cH:42][cH:43][cH:44][cH:45]2)[cH:46][cH:47][cH:48][cH:49][cH:50]1>>[c:2]1(-[c:26]2[cH:25][cH:24][c:23]([CH2:22][OH:21])[cH:28][cH:27]2)[cH:3][c:4]2[cH:5][cH:6][c:7]([CH3:20])[n:8][c:9]2[c:10]([P:12]([O:13][CH2:14][CH3:15])([O:16][CH2:17][CH3:18])=[O:19])[cH:11]1. Starting materials: O1C(C1)CC(C(=O)OC)C1=C(C=CC=C1)C(F)(F)F (Methyl 3-oxiranyl-2-(2-trifluoromethylphenyl)propionate), O.NN (Hydrazine monohydrate). The solvent is C(C)O (ethanol). The product is NN1C(C(CC(C1)O)C1=C(C=CC=C1)C(F)(F)F)=O (1-amino-5-hydroxy-3-(2-trifluoromethylphenyl)piperidin-2-one). As a reaction SMILES: [O:1]1[CH2:3][CH:2]1[CH2:4][CH:5]([C:10]1[CH:15]=[CH:14][CH:13]=[CH:12][C:11]=1[C:16]([F:19])([F:18])[F:17])[C:6](OC)=[O:7].O.[NH2:21][NH2:22]>C(O)C>[NH2:21][N:22]1[CH2:3][CH:2]([OH:1])[CH2:4][CH:5]([C:10]2[CH:15]=[CH:14][CH:13]=[CH:12][C:11]=2[C:16]([F:19])([F:18])[F:17])[C:6]1=[O:7] |f:1.2|. Procedure: Methyl 3-oxiranyl-2-(2-trifluoromethylphenyl)propionate (2.61 g) was dissolved in ethanol (20 mL). Hydrazine monohydrate (2.3 mL) was added at room temperature, and the mixture was reacted for 24 hours. Concentration under reduced pressure gave an oil which was partitioned with methylene chloride and water. The aqueous layer was extracted with methylene chloride four times. After drying over magnesium sulfate, concentration under reduced pressure gave the title compound (1.8 g) as a pale yellow ...